Dataset: the Open Reaction Database (ORD), a public repository of structured organic reaction records. Task: describe an organic reaction: reactants, conditions, products, and yield Starting materials: C(CCCCCCCCCCCCCCC)OCC(CO)COC(C1=CC=CC=C1)(C1=CC=CC=C1)C1=CC=CC=C1 (3-Hexadecyloxy-2-triphenylmethoxymethylpropan-1-ol), C(C)(=O)OC(C)=O (acetic anhydride). Run in N1=CC=CC=C1 (pyridine). Product: C(CCCCCCCCCCCCCCC)OCC(CO)COC(C)=O (3-Hexadecyloxy-2-acetoxymethylpropan-1-ol). Yield: 84.0%. Reaction SMILES: [CH2:1]([O:17][CH2:18][CH:19]([CH2:22][O:23][C:24]([C:37]1C=CC=CC=1)(C1C=CC=CC=1)C1C=CC=CC=1)[CH2:20][OH:21])[CH2:2][CH2:3][CH2:4][CH2:5][CH2:6][CH2:7][CH2:8][CH2:9][CH2:10][CH2:11][CH2:12][CH2:13][CH2:14][CH2:15][CH3:16].C(OC(=O)C)(=[O:45])C>N1C=CC=CC=1>[CH2:1]([O:17][CH2:18][CH:19]([CH2:22][O:23][C:24](=[O:45])[CH3:37])[CH2:20][OH:21])[CH2:2][CH2:3][CH2:4][CH2:5][CH2:6][CH2:7][CH2:8][CH2:9][CH2:10][CH2:11][CH2:12][CH2:13][CH2:14][CH2:15][CH3:16]. Procedure: A solution of compound 4 (2.80 g, 4.90 mmol) in acetic anhydride (5 ml) and pyridine (5 ml) was stirred at room temperature for 6 hours. The solution was concentrated and the oil was dissolved in 4:3:1 glacial acetic acid-ethanol-water (20 ml) and heated on a steam bath. After 2 hours the solution was concentrated and the residue was chromatographed on silica gel using 10% ethylacetatehexane to afford 1.53 g (84%) of the title compound (6) as a waxy white solid, m.p. 33°. NMR (CDCl3, (CH3)4Si); ...